From a dataset of the Open Reaction Database (ORD), a public repository of structured organic reaction records. describe an organic reaction: reactants, conditions, products, and yield The reactants are [Cl-].[NH4+] (ammonium chloride), solution, [H-].[Al+3].[Li+].[H-].[H-].[H-] (lithium aluminum hydride), FC(C1=CC=C(C=C1)C1=CC=C(C=C1)C(=O)OCC)(F)F (Ethyl 4′-trifluoromethylbiphenyl-4-carboxylate). The solvent is C(C)(=O)OCC (ethyl acetate), C1CCOC1 (THF), C1CCOC1 (THF). Product: FC(C1=CC=C(C=C1)C1=CC=C(C=C1)CO)(F)F ((4′-Trifluoromethylbiphenyl-4-yl)methanol). Isolated yield 95.3%. Reaction SMILES: [H-].[Al+3].[Li+].[H-].[H-].[H-].[F:7][C:8]([F:27])([F:26])[C:9]1[CH:14]=[CH:13][C:12]([C:15]2[CH:20]=[CH:19][C:18]([C:21](OCC)=[O:22])=[CH:17][CH:16]=2)=[CH:11][CH:10]=1.[Cl-].[NH4+]>C1COCC1.C(OCC)(=O)C>[F:7][C:8]([F:26])([F:27])[C:9]1[CH:10]=[CH:11][C:12]([C:15]2[CH:20]=[CH:19][C:18]([CH2:21][OH:22])=[CH:17][CH:16]=2)=[CH:13][CH:14]=1 |f:0.1.2.3.4.5,7.8|. Reported procedure: 12.73 ml (12.73 mmol) of a 1 M solution of lithium aluminum hydride in THF are added dropwise to a solution of 6.24 g (21.21 mmol) of ethyl 4′-trifluoromethylbiphenyl-4-carboxylate from Example 21A in 60 ml of dry THF at 0° C. After the reaction is complete, the mixture is mixed with saturated ammonium chloride solution and taken up in ethyl acetate, and the organic phase is separated off and dried over sodium sulfate. After filtration, the solvent is removed in vacuo. The resulting crude produc... The reactants are C(C)N1N=CC=C1O (1-ethyl-5-hydroxypyrazole), C1(CCCCC1)N=C=NC1CCCCC1 (N,N'-dicyclohexylcarbodiimide), ClC1CS(C2=CC=C(C(=C2C1Cl)C)C(=O)O)(=O)=O (3,4-dichloro-5-methyl-6-carboxythiochroman-1,1-dioxide). The solvent is C(C)(C)(CC)O (t-amyl alcohol). Run at time 2.5 hour. Yields the product ClC1CS(C2=CC=C(C(=C2C1Cl)C)C(=O)OC1=CC=NN1CC)(=O)=O (3,4-dichloro-5-methyl-6-(1-ethylpyrazol-5-yl)oxycarbonylthiochroman-1,1-dioxide). Yield: 96.2%. As a reaction SMILES: [Cl:1][CH:2]1[CH:11]([Cl:12])[C:10]2[C:5](=[CH:6][CH:7]=[C:8]([C:14]([OH:16])=[O:15])[C:9]=2[CH3:13])[S:4](=[O:18])(=[O:17])[CH2:3]1.[CH2:19]([N:21]1[C:25](O)=[CH:24][CH:23]=[N:22]1)[CH3:20].C1(N=C=NC2CCCCC2)CCCCC1>C(O)(CC)(C)C>[Cl:1][CH:2]1[CH:11]([Cl:12])[C:10]2[C:5](=[CH:6][CH:7]=[C:8]([C:14]([O:16][C:25]3[N:21]([CH2:19][CH3:20])[N:22]=[CH:23][CH:24]=3)=[O:15])[C:9]=2[CH3:13])[S:4](=[O:17])(=[O:18])[CH2:3]1. Procedure details: 1.5 Grams (4.9 mmol) of 3,4-dichloro-5-methyl-6-carboxythiochroman-1,1-dioxide was dissolved in 5 ml of t-amyl alcohol, and 1.1 g (5.3mmol, 1.2 eq.) of 1-ethyl-5-hydroxypyrazole and 1.1 g (5.3 mmol, 1.2 eq.) of N,N'-dicyclohexylcarbodiimide were added. The mixture was stirred at room temperature for 2.5 hours. After the completion of the reaction, the reaction mixture was extracted with ethyl acetate and hexane, and liberated N,N'-dicyclohexylurea was filtered off. An organic layer was concentra... As a reaction SMILES: [CH3:26][c:27]1[cH:28][cH:29][cH:30][cH:31][cH:32]1.[F:1][c:2]1[cH:3][cH:4][c:5]([CH:8]2[O:9][C:10](=[O:20])[c:11]3[cH:12][c:13]([C:17](=[O:18])[OH:19])[cH:14][cH:15][c:16]32)[cH:6][cH:7]1.[NH3:21].[S:22]([Cl:23])([Cl:24])=[O:25]>>[F:1][c:2]1[cH:3][cH:4][c:5]([CH:8]2[O:9][C:10](=[O:20])[c:11]3[cH:12][c:13]([C:17](=[O:18])[NH2:21])[cH:14][cH:15][c:16]32)[cH:6][cH:7]1. Product: NC(=O)c1ccc2c(c1)C(=O)OC2c1ccc(F)cc1. The reactants are Cc1ccccc1, O=C(O)c1ccc2c(c1)C(=O)OC2c1ccc(F)cc1, N, O=S(Cl)Cl. The reactants are FC1=C(C(=CC=C1)F)N1C(NCC=2C1=NC(=NC2C2=C(C=C(C=C2)F)C)S(=O)(=O)C)=O (1-(2,6-difluorophenyl)-5-(4-fluoro-2-methylphenyl)-7-methylsulfonyl-3,4-dihydro-1H-pyrimido[4,5-d]pyrimidin-2-one), C(CO)O (ethylene glycol). Product: FC1=C(C(=CC=C1)F)N1C(NCC=2C1=NC(=NC2C2=C(C=C(C=C2)F)C)OCCO)=O (1-(2,6-Difluorophenyl)-5-(4-fluoro-2-methylphenyl)-7-(2-hydroxyethoxy)-3,4-dihydro-1H-pyrimido[4,5-d]pyrimidin-2-one). As a reaction SMILES: [F:1][C:2]1[CH:7]=[CH:6][CH:5]=[C:4]([F:8])[C:3]=1[N:9]1[C:14]2=[N:15][C:16](S(C)(=O)=O)=[N:17][C:18]([C:19]3[CH:24]=[CH:23][C:22]([F:25])=[CH:21][C:20]=3[CH3:26])=[C:13]2[CH2:12][NH:11][C:10]1=[O:31].[CH2:32]([OH:35])[CH2:33][OH:34]>>[F:1][C:2]1[CH:7]=[CH:6][CH:5]=[C:4]([F:8])[C:3]=1[N:9]1[C:14]2=[N:15][C:16]([O:34][CH2:33][CH2:32][OH:35])=[N:17][C:18]([C:19]3[CH:24]=[CH:23][C:22]([F:25])=[CH:21][C:20]=3[CH3:26])=[C:13]2[CH2:12][NH:11][C:10]1=[O:31]. Procedure: The product of Example 3 (0.0658 g, 0.147 mmol) was suspended in ethylene glycol (1 mL) and stirred under argon. NaH, dry, 95%, (8.0 mg, 0.32 mmol) was added. After 30 min the solvent was removed in vacuo, and the residue partitioned between EtOAc and H2O. The organic phase was washed with H2O (2×), satd aq NaCl (1×), dried over anhydrous Na2SO4, filtered, and evaporated to give the crude product. Flash chromatography on silica gel eluted with 0-10% EtOAc/CH2Cl2 gave the title compound as a whit... Reactants: NCCN(C(C1=CC(=CC=C1)Cl)=O)CC(=O)N1CN(C(C1)=O)C1=C(C(=CC=C1)Cl)C (N-(2-Amino-ethyl)-3-chloro-N-{2-[3-(3-chloro-2-methyl-phenyl)-4-oxo-imidazolidin-1-yl]-2-oxo-ethyl}-benzamide), CS(=O)(=O)Cl (methanesulfonyl chloride), TEA. Run in C1CCOC1 (THF). Reaction conditions: time 8 hour. The product is ClC=1C=C(C(=O)N(CCNS(=O)(=O)C)CC(=O)N2CN(C(C2)=O)C2=C(C(=CC=C2)Cl)C)C=CC1 (3-Chloro-N-{2-[3-(3-chloro-2-methyl-phenyl)-4-oxo-imidazolidin-1-yl]-2-oxo-ethyl}-N-(2-methanesulfonylamino-ethyl)-benzamide). Reaction SMILES: [NH2:1][CH2:2][CH2:3][N:4]([CH2:14][C:15]([N:17]1[CH2:21][C:20](=[O:22])[N:19]([C:23]2[CH:28]=[CH:27][CH:26]=[C:25]([Cl:29])[C:24]=2[CH3:30])[CH2:18]1)=[O:16])[C:5](=[O:13])[C:6]1[CH:11]=[CH:10][CH:9]=[C:8]([Cl:12])[CH:7]=1.[CH3:31][S:32](Cl)(=[O:34])=[O:33]>C1COCC1>[Cl:12][C:8]1[CH:7]=[C:6]([CH:11]=[CH:10][CH:9]=1)[C:5]([N:4]([CH2:14][C:15]([N:17]1[CH2:21][C:20](=[O:22])[N:19]([C:23]2[CH:28]=[CH:27][CH:26]=[C:25]([Cl:29])[C:24]=2[CH3:30])[CH2:18]1)=[O:16])[CH2:3][CH2:2][NH:1][S:32]([CH3:31])(=[O:34])=[O:33])=[O:13]. Procedure details: A mixture of N-(2-Amino-ethyl)-3-chloro-N-{2-[3-(3-chloro-2-methyl-phenyl)-4-oxo-imidazolidin-1-yl]-2-oxo-ethyl}-benzamide (80 mg, 0.16 mmol, 1 eq), methanesulfonyl chloride (0.015 ml, 0.19 mmol, 1.2 eq), TEA (0.07 ml) in THF (1 ml) was stirred at room temperature overnight. It was purified with HPLC to give the desired product. LCMS observed for (M+H)+: 527.2